Dataset: the Open Reaction Database (ORD), a public repository of structured organic reaction records. Task: describe an organic reaction: reactants, conditions, products, and yield The reactants are [Br-], C=C[Mg+], C[Si](C)(C)Cl, [Cu]I, C1CCOC1, O=C1OCCC=C1c1ccccc1. Reaction SMILES: [Br-:1].[CH:2](=[CH2:3])[Mg+:4].[Cl:18][Si:19]([CH3:20])([CH3:21])[CH3:22].[Cu:28][I:29].[O:23]1[CH2:24][CH2:25][CH2:26][CH2:27]1.[c:5]1([C:11]2=[CH:16][CH2:15][CH2:14][O:13][C:12]2=[O:17])[cH:6][cH:7][cH:8][cH:9][cH:10]1>>[CH:2](=[CH2:3])[CH:16]1[CH:11]([c:5]2[cH:6][cH:7][cH:8][cH:9][cH:10]2)[C:12](=[O:17])[O:13][CH2:14][CH2:15]1. Yields the product C=CC1CCOC(=O)C1c1ccccc1. The reactants are CN(C(=O)OC(C)(C)C)c1cc(Cl)ncn1, CC(C)O, NN, O. Yields the product CN(C(=O)OC(C)(C)C)c1cc(NN)ncn1. Reaction SMILES: [C:1]([CH3:2])([CH3:3])([CH3:4])[O:5][C:6]([N:7]([CH3:8])[c:9]1[n:10][cH:11][n:12][c:13]([Cl:15])[cH:14]1)=[O:16].[CH3:20][CH:21]([OH:22])[CH3:23].[NH2:18][NH2:19].[OH2:17]>>[C:1]([CH3:2])([CH3:3])([CH3:4])[O:5][C:6]([N:7]([CH3:8])[c:9]1[n:10][cH:11][n:12][c:13]([NH:18][NH2:19])[cH:14]1)=[O:16]. Starting materials: O=C1CCC(=O)N1Br, O=C(OOC(=O)c1ccccc1)c1ccccc1, ClC(Cl)(Cl)Cl, Cc1ccc(C(=O)O)c(C)c1C1CC1, CCOC(C)=O, [Na+], [Na+], O=S([O-])[O-]. Product: Cc1c(C(=O)O)ccc(CBr)c1C1CC1. RXN SMILES: [Br:15][N:16]1[C:17](=[O:18])[CH2:19][CH2:20][C:21]1=[O:22].[C:23]([O:24][O:25][C:26](=[O:27])[c:28]1[cH:29][cH:30][cH:31][cH:32][cH:33]1)(=[O:34])[c:35]1[cH:36][cH:37][cH:38][cH:39][cH:40]1.[C:47]([Cl:48])([Cl:49])([Cl:50])[Cl:51].[CH3:1][c:2]1[c:3]([C:4](=[O:5])[OH:6])[cH:7][cH:8][c:9]([CH3:14])[c:10]1[CH:11]1[CH2:12][CH2:13]1.[CH3:52][CH2:53][O:54][C:55](=[O:56])[CH3:57].[Na+:45].[Na+:46].[S:41]([O-:42])([O-:43])=[O:44]>>[CH3:1][c:2]1[c:3]([C:4](=[O:5])[OH:6])[cH:7][cH:8][c:9]([CH2:14][Br:15])[c:10]1[CH:11]1[CH2:12][CH2:13]1. Starting materials: C(C1=CC=CC=C1)OC=1C=CC(=C2C=CC(NC12)=O)C(C(O)O)=O (8-benzyloxy-5-(dihydroxyacetyl)carbostyril), COC1=CC=C(C=C1)C[C@@H](C)N ((R)-N-(2-(p-methoxyphenyl)-1-methylethyl)amine). The solvent is CS(=O)C (dimethylsulfoxide). Reaction conditions: time 1 hour. Yields the product C(C1=CC=CC=C1)OC=1C=CC(=C2C=CC(NC12)=O)C(C=N[C@@H](CC1=CC=C(C=C1)OC)C)=O (8-benzyloxy-5-{1-oxo-2-[N-((1R)-2-(p-methoxyphenyl)-1-methylethyl)imino]ethyl}carbostyril). Isolated yield 75.0%. Reaction SMILES: [CH2:1]([O:8][C:9]1[CH:10]=[CH:11][C:12]([C:20](=[O:24])[CH:21](O)O)=[C:13]2[C:18]=1[NH:17][C:16](=[O:19])[CH:15]=[CH:14]2)[C:2]1[CH:7]=[CH:6][CH:5]=[CH:4][CH:3]=1.[CH3:25][O:26][C:27]1[CH:32]=[CH:31][C:30]([CH2:33][C@H:34]([NH2:36])[CH3:35])=[CH:29][CH:28]=1>CS(C)=O>[CH2:1]([O:8][C:9]1[CH:10]=[CH:11][C:12]([C:20](=[O:24])[CH:21]=[N:36][C@H:34]([CH3:35])[CH2:33][C:30]2[CH:31]=[CH:32][C:27]([O:26][CH3:25])=[CH:28][CH:29]=2)=[C:13]2[C:18]=1[NH:17][C:16](=[O:19])[CH:15]=[CH:14]2)[C:2]1[CH:3]=[CH:4][CH:5]=[CH:6][CH:7]=1. Reported procedure: One g of 8-benzyloxy-5-(dihydroxyacetyl)carbostiril 1/3 hydrate and 520 mg of (R)-N-(2-(p-methoxyphenyl)-1-methylethyl)amine are dissolved in 10 ml of dimethylsulfoxide, and the solution is stirred at room temperature for one hour. After the reaction is completed, the mixture is treated in the same manner as described in Example 10-(1). 1.06 g of 8-benzyloxy-5-{1-oxo-2-[N-((1R)-2-(p-methoxyphenyl)-1-methylethyl)imino]ethyl}carbostyril are obtained as pale yellow scales. Yield: 75% Reactants: ClC1=NC=NC(=C1)OC1=CC=C(C=C1)[N+](=O)[O-] (4-Chloro-6-(4-nitrophenoxy)pyrimidine), O (water), C(C)(=O)OCC (ethyl acetate), N.C(C)O (ammonia ethanol), C(C)(=O)OCC (ethyl acetate). Reported procedure: 4-Chloro-6-(4-nitrophenoxy)pyrimidine (1.04 g, 4.00 mmol) was heated and stirred in an ammonia-ethanol solution (14%, 10 ml) at 110° C. for 15 minutes using an autoclave. The reaction solution was distributed between ethyl acetate and water, the organic layer was washed with 1N aqueous sodium hydroxide, water and saturated saline and dried over anhydrous magnesium sulfate, the drying agent was filtered off and the filtrate was distilled off under reduced pressure. The obtained crude product was ... Yields the product [N+](=O)([O-])C1=CC=C(OC2=CC(=NC=N2)N)C=C1 (6-(4-Nitrophenoxy)pyrimidin-4-ylamine). Run in CCCCCC (hexane). The yield is 33.0%. As a reaction SMILES: Cl[C:2]1[CH:7]=[C:6]([O:8][C:9]2[CH:14]=[CH:13][C:12]([N+:15]([O-:17])=[O:16])=[CH:11][CH:10]=2)[N:5]=[CH:4][N:3]=1.[NH3:18].C(O)C.C(OCC)(=O)C.O>CCCCCC>[N+:15]([C:12]1[CH:13]=[CH:14][C:9]([O:8][C:6]2[N:5]=[CH:4][N:3]=[C:2]([NH2:18])[CH:7]=2)=[CH:10][CH:11]=1)([O-:17])=[O:16] |f:1.2|.